This data is from the Open Reaction Database (ORD), a public repository of structured organic reaction records. The task is: describe an organic reaction: reactants, conditions, products, and yield Reactants: C(O)CN (ethanolamine), C(C1=CC=CC=C1)(C1=CC=CC=C1)(C1=CC=CC=C1)Cl (trityl chloride), N1=CC=CC=C1 (pyridine). Solvent: O (Water). Yields the product C(C1=CC=CC=C1)(C1=CC=CC=C1)(C1=CC=CC=C1)NCCO (N-tritylethanolamine). Reaction SMILES: [CH2:1]([CH2:3][NH2:4])[OH:2].[C:5](Cl)([C:18]1[CH:23]=[CH:22][CH:21]=[CH:20][CH:19]=1)([C:12]1[CH:17]=[CH:16][CH:15]=[CH:14][CH:13]=1)[C:6]1[CH:11]=[CH:10][CH:9]=[CH:8][CH:7]=1.N1C=CC=CC=1>O>[C:5]([NH:4][CH2:3][CH2:1][OH:2])([C:6]1[CH:11]=[CH:10][CH:9]=[CH:8][CH:7]=1)([C:18]1[CH:19]=[CH:20][CH:21]=[CH:22][CH:23]=1)[C:12]1[CH:13]=[CH:14][CH:15]=[CH:16][CH:17]=1. Procedure details: A mixture of ethanolamine, trityl chloride and pyridine was refluxed for 15 h. Water was added slowly to the cooled reaction and the precipitate collected by filtration. The crude product recrystallized from a 1:1 mixture of ethanol and water. Starting materials: C1(C=2C(C(N1CC1N(CCN(C1)CC1=CC=CC=C1)CC1=CC=CC=C1)=O)=CC=CC2)=O (2-phtalimidomethyl-1,4-di-phenylmethyl piperazine), O.NN (hydrazine monohydrate). The solvent is C(C)O (ethanol), C(C)OCC (ethyl ether). Product: NCC1N(CCN(C1)CC1=CC=CC=C1)CC1=CC=CC=C1 (2-AMINOMETHYL-1,4-DI-PHENYLMETHYL PIPERAZINE). Yield: 101.5%. Reaction SMILES: C1(=O)[N:5]([CH2:6][CH:7]2[CH2:12][N:11]([CH2:13][C:14]3[CH:19]=[CH:18][CH:17]=[CH:16][CH:15]=3)[CH2:10][CH2:9][N:8]2[CH2:20][C:21]2[CH:26]=[CH:25][CH:24]=[CH:23][CH:22]=2)C(=O)C2=CC=CC=C12.O.NN>C(O)C.C(OCC)C>[NH2:5][CH2:6][CH:7]1[CH2:12][N:11]([CH2:13][C:14]2[CH:19]=[CH:18][CH:17]=[CH:16][CH:15]=2)[CH2:10][CH2:9][N:8]1[CH2:20][C:21]1[CH:26]=[CH:25][CH:24]=[CH:23][CH:22]=1 |f:1.2|. Reported procedure: The solution of 4.25 g (10 mmol) of 2-phtalimidomethyl-1,4-di-phenylmethyl piperazine and 1.25 g (25 mmol) of hydrazine monohydrate in 50 ml ethanol was stirred 2 hours under reflux. Insoluble material was filtered off. The ethanol layer was evaporated to dryness to afford a residue taken up in 20 ml ethyl ether, filtered again and evaporated to give 3.0 g of the title compound as an oil.